Dataset: the Open Reaction Database (ORD), a public repository of structured organic reaction records. Task: describe an organic reaction: reactants, conditions, products, and yield Product: CC1(C2C3C4C=CC(C3C(C1)C2)C4)C(=O)OC (8-methyl-8-methoxycarbonyltetracyclo[4.4.0.12,5.17,10]dodec-3-ene). Procedure: A 50 liter reaction vessel equipped with a stirrer maintained at a temperature of 180° C. and pressure of 3.5 kg/cm2.G was continuously charged with a mixture of methyl methacrylate, dicyclopentadiene, and 5-methyl-5-methoxycarbonylbicyclo[2.2.1]hept-2-ene, at a ratio of 1:2.4 (cyclopentadiene base):2.4, at a feed rate of 4 kg/hour, so that the average residence time of the reaction raw materials in the reaction vessel was maintained 8 hours. As a polymerization inhibitor, a solution of p-methox... Conditions: temperature 180 celsius. RXN SMILES: [CH2:1]1[CH:5]2[CH:6]3[CH:10]=[CH:9][CH:8]([CH:4]2[CH:3]=[CH:2]1)[CH2:7]3.[CH3:11][C:12]1([C:19]([O:21][CH3:22])=[O:20])CC2C[CH:13]1C=C2.C1CC=CC=1.COC1C=CC(O)=CC=1>C(OC)(=O)C(C)=C>[CH3:11][C:12]1([C:19]([O:21][CH3:22])=[O:20])[CH2:13][CH:1]2[CH2:2][CH:3]1[CH:4]1[CH:5]2[CH:6]2[CH2:7][CH:8]1[CH:9]=[CH:10]2. Starting materials: C1C=CC2C1C3CC2C=C3 (dicyclopentadiene), CC1(C2C=CC(C1)C2)C(=O)OC (5-methyl-5-methoxycarbonylbicyclo[2.2.1]hept-2-ene), C1=CC=CC1 (cyclopentadiene), COC1=CC=C(C=C1)O (p-methoxyphenol). Run in C(C(=C)C)(=O)OC (methyl methacrylate), C(C(=C)C)(=O)OC (methyl methacrylate). Reactants: C(C)(C)(C)P(C(C)(C)C)C(C)(C)C (tri-tert-butylphosphine), BrC=1SC=C(N1)C1=CC=CC=C1 (2-bromo-4-phenylthiazole), COC(=O)C1CNCC1 (pyrrolidine-3-carboxylic acid methyl ester), P(=O)([O-])([O-])[O-].[K+].[K+].[K+] (potassium phosphate). Reagents/catalysts: C(C)(=O)[O-].[Pd+2].C(C)(=O)[O-] (palladium acetate). Run in C1(=CC=CC=C1)C (toluene). Run at temperature 80 celsius. Yields the product C1(=CC=CC=C1)C=1N=C(SC1)N1CC(CC1)C(=O)OC (methyl 1-(4-phenylthiazol-2-yl)pyrrolidine-3-carboxylate). The yield is 20.8%. As a reaction SMILES: Br[C:2]1[S:3][CH:4]=[C:5]([C:7]2[CH:12]=[CH:11][CH:10]=[CH:9][CH:8]=2)[N:6]=1.[CH3:13][O:14][C:15]([CH:17]1[CH2:21][CH2:20][NH:19][CH2:18]1)=[O:16].P([O-])([O-])([O-])=O.[K+].[K+].[K+].C(P(C(C)(C)C)C(C)(C)C)(C)(C)C>C1(C)C=CC=CC=1.C([O-])(=O)C.[Pd+2].C([O-])(=O)C>[C:7]1([C:5]2[N:6]=[C:2]([N:19]3[CH2:20][CH2:21][CH:17]([C:15]([O:14][CH3:13])=[O:16])[CH2:18]3)[S:3][CH:4]=2)[CH:12]=[CH:11][CH:10]=[CH:9][CH:8]=1 |f:2.3.4.5,8.9.10|. Procedure details: A mixture of 2-bromo-4-phenylthiazole (300 mg, 1.25 mmol) and pyrrolidine-3-carboxylic acid methyl ester (177 mg, 1.37 mmol) and potassium phosphate (290 mg, 1.37 mmol) in dry toluene (5 mL) were taken in a sealed tube and purged argon gas for 10 min. A catalytic amount of tri-tert-butylphosphine (12 mg, 0.06 mmol) was added, followed by palladium acetate (15 mg, 0.06 mmol), and the reaction mixture was heated to 80° C. for 10 h. The reaction mixture was then filtered through Celite and the clea... Reactants: ClC=1C=CC2=C(N(C(C3=CN=CC=C23)=O)C(C)C)C1 (8-chloro-6-isopropylbenzo[c][2,7]naphthyridin-5(6H)-one), C([O-])([O-])=O.[Cs+].[Cs+] (cesium carbonate), di-tert-butyl(2′,4′,6′-triisopropyl-[1′,1′-biphenyl]-2-yl)phosphine, C(=O)(OC(C)(C)C)N[C@@H](CC(C)C)CO (N-Boc-L-leucinol). Reagents/catalysts: C(C)(=O)[O-].[Pd+2].C(C)(=O)[O-] (palladium(II)acetate). Solvent: C1(=CC=CC=C1)C (toluene). Conditions: temperature 80 celsius. Yields the product C(C)(C)N1C(C2=CN=CC=C2C2=C1C=C(C=C2)OC[C@H](CC(C)C)NC(OC(C)(C)C)=O)=O ((S)-tert-butyl (1-((6-isopropyl-5-oxo-5,6-dihydrobenzo[c][2,7]naphthyridin-8-yl)oxy)-4-methylpentan-2-yl)carbamate). Isolated yield 21.6%. RXN SMILES: Cl[C:2]1[CH:3]=[CH:4][C:5]2[C:14]3[C:9](=[CH:10][N:11]=[CH:12][CH:13]=3)[C:8](=[O:15])[N:7]([CH:16]([CH3:18])[CH3:17])[C:6]=2[CH:19]=1.C(=O)([O-])[O-].[Cs+].[Cs+].[C:26]([NH:33][C@H:34]([CH2:39][OH:40])[CH2:35][CH:36]([CH3:38])[CH3:37])([O:28][C:29]([CH3:32])([CH3:31])[CH3:30])=[O:27]>C1(C)C=CC=CC=1.C([O-])(=O)C.[Pd+2].C([O-])(=O)C>[CH:16]([N:7]1[C:6]2[CH:19]=[C:2]([O:40][CH2:39][C@@H:34]([NH:33][C:26](=[O:27])[O:28][C:29]([CH3:30])([CH3:32])[CH3:31])[CH2:35][CH:36]([CH3:38])[CH3:37])[CH:3]=[CH:4][C:5]=2[C:14]2[C:9](=[CH:10][N:11]=[CH:12][CH:13]=2)[C:8]1=[O:15])([CH3:18])[CH3:17] |f:1.2.3,6.7.8|. Reported procedure: To a solution 8-chloro-6-isopropylbenzo[c][2,7]naphthyridin-5(6H)-one (250 mg, 0.917 mmol) in toluene (2 mL) at room temperature was added cesium carbonate (448 mg, 1.375 mmol) and di-tert-butyl(2′,4′,6′-triisopropyl-[1′,1′-biphenyl]-2-yl)phosphine (234 mg, 0.550 mmol) and the mixture was degassed for 5 min. The mixture was then treated with N-Boc-L-leucinol (591 mg, 2.75 mmol) followed by palladium(II)acetate (61.7 mg, 0.275 mmol) and degassed for another 10 min. The reaction mixture was sealed... The reactants are S(O)(=O)(=O)F (fluorosulfuric acid), [Sb](F)(F)(F)(F)F (antimony(V) fluoride), [N+](=O)([O-])C1=C(C=CC=C1)CCCC#N (4-(2-nitrophenyl)butyronitrile). Conditions: temperature 0 celsius, time 12 hour. The product is [N+](=O)([O-])C1=C2CCCC(C2=CC=C1)=O (5-nitro-3,4-dihydro-1(2H)-naphthalenone). Reaction SMILES: S(F)(=O)(=O)[OH:2].[Sb](F)(F)(F)(F)F.[N+:12]([C:15]1[CH:20]=[CH:19][CH:18]=[CH:17][C:16]=1[CH2:21][CH2:22][CH2:23][C:24]#N)([O-:14])=[O:13]>>[N+:12]([C:15]1[CH:20]=[CH:19][CH:18]=[C:17]2[C:16]=1[CH2:21][CH2:22][CH2:23][C:24]2=[O:2])([O-:14])=[O:13]. Reported procedure: 1.00 g of fluorosulfuric acid (10 mmol) are added to 1.30 g of antimony(V) fluoride (6 mmol) in a 50 ml glass round-bottomed flask under protective gas and the mixture is cooled to 0° C. Then, 380 mg of 4-(2-nitrophenyl)butyronitrile (2 mmol) are added carefully. The mixture heats up to about 50° C. and is stirred for a farther 12 h at room temperature. The mixture is poured on to ice-cold sodium hydroxide solution, stirring is continued for 30 min at room temperature and then extraction is perf... Starting materials: FC(C1=CC(=NC=2N1N=CC2C(=O)O)C2=CC=C(C=C2)C(F)(F)F)F (7-difluoromethyl-5-(4-trifluoromethyl-phenyl)-pyrazolo[1,5-a]pyrimidine-3-carboxylic acid), NC=1C=C(C=CC1)S(=O)(=O)NCC1=CC=CC=C1 (3-amino-N-benzyl-benzenesulfonamide). Product: C(C1=CC=CC=C1)NS(=O)(=O)C=1C=C(C=CC1)NC(=O)C=1C=NN2C1N=C(C=C2C(F)F)C2=CC=C(C=C2)C(F)(F)F (7-Difluoromethyl-5-(4-trifluoromethyl-phenyl)-pyrazolo[1,5-a]pyrimidine-3-carboxylic acid(3-benzylsulfamoyl-phenyl)-amide). RXN SMILES: [F:1][CH:2]([F:25])[C:3]1[N:8]2[N:9]=[CH:10][C:11]([C:12]([OH:14])=O)=[C:7]2[N:6]=[C:5]([C:15]2[CH:20]=[CH:19][C:18]([C:21]([F:24])([F:23])[F:22])=[CH:17][CH:16]=2)[CH:4]=1.[NH2:26][C:27]1[CH:28]=[C:29]([S:33]([NH:36][CH2:37][C:38]2[CH:43]=[CH:42][CH:41]=[CH:40][CH:39]=2)(=[O:35])=[O:34])[CH:30]=[CH:31][CH:32]=1>>[CH2:37]([NH:36][S:33]([C:29]1[CH:28]=[C:27]([NH:26][C:12]([C:11]2[CH:10]=[N:9][N:8]3[C:3]([CH:2]([F:1])[F:25])=[CH:4][C:5]([C:15]4[CH:20]=[CH:19][C:18]([C:21]([F:23])([F:24])[F:22])=[CH:17][CH:16]=4)=[N:6][C:7]=23)=[O:14])[CH:32]=[CH:31][CH:30]=1)(=[O:35])=[O:34])[C:38]1[CH:43]=[CH:42][CH:41]=[CH:40][CH:39]=1. Reported procedure: The title compound was prepared from 7-difluoromethyl-5-(4-trifluoromethyl-phenyl)-pyrazolo[1,5-a]pyrimidine-3-carboxylic acid (example C.1) and 3-amino-N-benzyl-benzenesulfonamide [CAS No. 303780-52-1] according to general procedure II. Light yellow solid. MS (ISP) 600.1 [(M−H)−]; mp 230° C. The reactants are [Na]CC(CC(=O)OCC)=O (ethyl sodioacetoacetate), [I-].[Na+] (sodium iodide), ClCC(C)=O (chloroactone). Run in CC(=O)C (acetone). Product: C(=O)(OCC)C(C(C)=O)CC(C)=O (3-carbethoxy-2,5-hexanedione). As a reaction SMILES: [Na][CH2:2][C:3](=[O:10])[CH2:4][C:5]([O:7][CH2:8][CH3:9])=[O:6].[I-].[Na+].Cl[CH2:14][C:15](=[O:17])[CH3:16]>CC(C)=O>[C:5]([CH:4]([CH2:14][C:15](=[O:17])[CH3:16])[C:3](=[O:10])[CH3:2])([O:7][CH2:8][CH3:9])=[O:6] |f:1.2|. Procedure: To a stirred and refluxing solution of ethyl sodioacetoacetate (0.5 mole, 78g.) and sodium iodide (1g.) in dry acetone (250 ml.) was added chloroactone (0.54 mol. 50g.) over a period of ten minutes. After one hour the acetone was distilled from the reaction mixture and the residue was diluted with 400 ml. water. The preciptated oil was extracted with ether and the ether removed to yield the intermediate 3-carbethoxy-2,5-hexanedione (75g.). The intermediate (26.4g.) was cyclized by heating under ... Reactants: C(C)(C)(C)OC(=O)NC=1C=C2C=CC(=CC2=CC1)B(O)O (6-tert.-butoxycarbonylamino-naphthalene-2-boronic acid), BrC1=NC=CC=N1 (2-bromo-pyrimidine), C([O-])([O-])=O.[Na+].[Na+] (sodium carbonate), C(C)(=O)OCC (ethyl acetate). Reagents/catalysts: C=1C=CC(=CC1)[P](C=2C=CC=CC2)(C=3C=CC=CC3)[Pd]([P](C=4C=CC=CC4)(C=5C=CC=CC5)C=6C=CC=CC6)([P](C=7C=CC=CC7)(C=8C=CC=CC8)C=9C=CC=CC9)[P](C=1C=CC=CC1)(C=1C=CC=CC1)C=1C=CC=CC1 (tetrakis(triphenylphosphine)palladium). Run in O (water), O1CCOCC1 (dioxane), CO (methanol). Yields the product C(C)(C)(C)OC(=O)NC1=CC2=CC=C(C=C2C=C1)C1=NC=CC=N1 (2-(tert.-butoxycarbonylamino)-6-(pyrimidin-2-yl)-naphthalene). As a reaction SMILES: [C:1]([O:5][C:6]([NH:8][C:9]1[CH:10]=[C:11]2[C:16](=[CH:17][CH:18]=1)[CH:15]=[C:14](B(O)O)[CH:13]=[CH:12]2)=[O:7])([CH3:4])([CH3:3])[CH3:2].Br[C:23]1[N:28]=[CH:27][CH:26]=[CH:25][N:24]=1.C(=O)([O-])[O-].[Na+].[Na+].C(OCC)(=O)C>O1CCOCC1.CO.C1C=CC([P]([Pd]([P](C2C=CC=CC=2)(C2C=CC=CC=2)C2C=CC=CC=2)([P](C2C=CC=CC=2)(C2C=CC=CC=2)C2C=CC=CC=2)[P](C2C=CC=CC=2)(C2C=CC=CC=2)C2C=CC=CC=2)(C2C=CC=CC=2)C2C=CC=CC=2)=CC=1.O>[C:1]([O:5][C:6]([NH:8][C:9]1[CH:18]=[CH:17][C:16]2[C:11](=[CH:12][CH:13]=[C:14]([C:23]3[N:28]=[CH:27][CH:26]=[CH:25][N:24]=3)[CH:15]=2)[CH:10]=1)=[O:7])([CH3:4])([CH3:3])[CH3:2] |f:2.3.4,^1:52,54,73,92|. Procedure: A mixture of 400 mg 6-tert.-butoxycarbonylamino-naphthalene-2-boronic acid, 258 mg 2-bromo-pyrimidine, 100 mg tetrakis(triphenylphosphine)palladium and 4 ml 1 M sodium carbonate solution in 15 ml dioxane and 5 ml of methanol is refluxed for four hours in an argon atmosphere. After cooling to ambient temperature the reaction mixture is divided between ethyl acetate and water. The organic phase is dried on magnesium sulphate and evaporated down. The flask residue is chromatographed through a silic...